Dataset: the Open Reaction Database (ORD), a public repository of structured organic reaction records. Task: describe an organic reaction: reactants, conditions, products, and yield Reactants: COC1=CC=C(C=C1)C1=C(OC2=C(C(=CC=C2C1O)O)C)C (3-(4-Methoxy-phenyl)-2,8-dimethyl-4H-chromene-4,7-diol), O.NN (Hydrazine hydrate). Solvent: CCO (EtOH). Yields the product COC1=CC=C(C=C1)C=1C(=NNC1C)C1=C(C(=C(C=C1)O)C)O (4-[4-(4-methoxy-phenyl)-5-methyl-1H-pyrazol-3-yl]-2-methyl-benzene-1,3-diol). As a reaction SMILES: [CH3:1][O:2][C:3]1[CH:8]=[CH:7][C:6]([C:9]2[CH:18](O)[C:17]3[C:12](=[C:13]([CH3:21])[C:14]([OH:20])=[CH:15][CH:16]=3)[O:11][C:10]=2[CH3:22])=[CH:5][CH:4]=1.O.[NH2:24][NH2:25]>CCO>[CH3:1][O:2][C:3]1[CH:8]=[CH:7][C:6]([C:9]2[C:18]([C:17]3[CH:16]=[CH:15][C:14]([OH:20])=[C:13]([CH3:21])[C:12]=3[OH:11])=[N:24][NH:25][C:10]=2[CH3:22])=[CH:5][CH:4]=1 |f:1.2|. Procedure: 3-(4-Methoxy-phenyl)-2,8-dimethyl-4H-chromene-4,7-diol (1 eq) was taken up in a 1:1 solution of EtOH:Hydrazine hydrate and heated under microwave conditions (120° C., 300 sec). The solution was concentrated in vacuo, residue quenched with cold water, extracted with ethyl acetate and purified by flash chromatography (1% MeOH-DCM). The yellow oil was then triturated with ether:hexane to give 4-[4-(4-methoxy-phenyl)-5-methyl-1H-pyrazol-3-yl]-2-methyl-benzene-1,3-diol as a solid.